Dataset: the Open Reaction Database (ORD), a public repository of structured organic reaction records. Task: describe an organic reaction: reactants, conditions, products, and yield Starting materials: FC1=C(C=CC(=C1F)C#N)O (2,3-difluoro-4-cyanophenol), C(C)(=O)O (acetic acid). Run in O (water), OS(=O)(=O)O (H2SO4). The product is FC1=C(C(=O)O)C=CC(=C1F)O (2,3-difluoro-4-hydroxybenzoic acid). Yield: 71.0%. RXN SMILES: [F:1][C:2]1[C:7]([F:8])=C(C#N)[CH:5]=[CH:4][C:3]=1[OH:11].[C:12]([OH:15])(=[O:14])[CH3:13]>O.OS(O)(=O)=O>[F:8][C:7]1[C:2]([F:1])=[C:3]([OH:11])[CH:4]=[CH:5][C:13]=1[C:12]([OH:15])=[O:14]. Procedure details: A mixture of 2,3-difluoro-4-cyanophenol (1 g, 6.45 mmol) in water (8 mL), H2SO4 (8 mL), and acetic acid (8 mL) was refluxed for 48 hours. The solvents were removed by rotary evaporation to give a slurry which was poured onto ice. The product precipitated out of solution and filtered. The solid was washed with water and dried to give 2,3-difluoro-4-hydroxybenzoic acid (800 mg, 71%). The reactants are ClCCl, N#Cc1ccc(C(O)c2cccnc2)cc1F, O=[Mn]=O. The product is N#Cc1ccc(C(=O)c2cccnc2)cc1F. As a reaction SMILES: [Cl:18][CH2:19][Cl:20].[F:1][c:2]1[c:3]([C:4]#[N:5])[cH:6][cH:7][c:8]([CH:10]([c:11]2[cH:12][n:13][cH:14][cH:15][cH:16]2)[OH:17])[cH:9]1.[O:21]=[Mn:22]=[O:23]>>[F:1][c:2]1[c:3]([C:4]#[N:5])[cH:6][cH:7][c:8]([C:10]([c:11]2[cH:12][n:13][cH:14][cH:15][cH:16]2)=[O:17])[cH:9]1. Reactants: ClCCCCBr, O=c1[nH]cccc1Br, [K+], [K+], O=C([O-])[O-], CN(C)C=O. Product: O=c1c(Br)cccn1CCCCCl. RXN SMILES: [Br:15][CH2:16][CH2:17][CH2:18][CH2:19][Cl:20].[Br:1][c:2]1[c:3](=[O:8])[nH:4][cH:5][cH:6][cH:7]1.[K+:10].[K+:9].[O-:11][C:12]([O-:13])=[O:14].[O:21]=[CH:22][N:23]([CH3:24])[CH3:25]>>[Br:1][c:2]1[c:3](=[O:8])[n:4]([CH2:16][CH2:17][CH2:18][CH2:19][Cl:20])[cH:5][cH:6][cH:7]1. The reactants are FC(C(=O)O)(F)F.FC(C(=O)O)(F)F.FC(C(=O)O)(F)F.N[C@@H]1CN(CCC1)C1=C(C=NC=C1)NC1=NC=C2N1N=C(C=C2)C2=C(C=CC=C2F)F (N-(4-((3S)-3-amino-1-piperidinyl)-3-pyridinyl)-2-(2,6-difluorophenyl)imidazo[1,5-b]pyridazin-7-amine tris(2,2,2-trifluoroacetate)), N#N (N2), HDPE, [OH-].[Na+] (NaOH), FC1=C(C(=CC=C1)F)C=1C=CC=2N(N1)C(=NC2)NC=2C=NC=CC2N2C[C@H](CCC2)NC(OC(C)(C)C)=O (tert-butyl ((3S)-1-(3-((2-(2,6-difluorophenyl)imidazo[1,5-b]pyridazin-7-yl)amino)-4-pyridinyl)-3-piperidinyl)carbamate), PTFE, PTFE, HDPE, Cl (HCl), Cl (HCl). The solvent is CCOC(=O)C (EtOAc), CCOC(=O)C (EtOAc), CCOC(=O)C (EtOAc). Run at time 8 hour. Product: C(C(CO)(CO)N)O.Cl (tris HCl). Reaction SMILES: F[C:2](F)(F)[C:3]([OH:5])=O.FC(F)(F)[C:10]([OH:12])=O.FC(F)(F)[C:17]([OH:19])=O.[NH2:22][C@H]1CCCN(C2C=CN=CC=2NC2N3N=C(C4C(F)=CC=CC=4F)C=CC3=CN=2)C1.[ClH:53].[OH-].[Na+].FC1C=CC=C(F)C=1C1C=CC2N(C(NC3C=NC=CC=3N3CCC[C@H](NC(=O)OC(C)(C)C)C3)=NC=2)N=1.N#N>CCOC(C)=O>[CH2:10]([OH:12])[C:2]([NH2:22])([CH2:3][OH:5])[CH2:17][OH:19].[ClH:53] |f:0.1.2.3,5.6,10.11|. Procedure details: N-(4-((3S)-3-amino-1-piperidinyl)-3-pyridinyl)-2-(2,6-difluorophenyl)imidazo[1,5-b]pyridazin-7-amine tris(2,2,2-trifluoroacetate). A 250 mL bottle with a 3-hole top was configured as follows: opening 1: ⅛th″ (OD) HDPE tubing connected to a HCl gas cylinder with a gas dispersion frit in the bottle; opening 2: positive pressure nitrogen source; opening three, ⅛th″ (OD) HDPE tubing connected to a 25×250 mm column packed with NaOH pellets. The bottle was charged with EtOAc (100 mL), and the volume a...